The task is: describe an organic reaction: reactants, conditions, products, and yield. This data is from the Open Reaction Database (ORD), a public repository of structured organic reaction records. Starting materials: COC(C1=CC(=C(C=C1)S(N[C@@H](CC(=O)OC(C)(C)C)C(N(C)OC)=O)(=O)=O)OCC1=CC=CC=C1)=O (3-benzyloxy-4-[(S)-2-tert-butoxycarbonyl-1-(methoxy-methyl-carbamoyl)-ethylsulfamoyl]-benzoic acid methyl ester), [OH-].[Li+] (lithium hydroxide), C(CC(O)(C(=O)O)CC(=O)O)(=O)O (citric acid). Solvent: C(C)(=O)OCC (ethyl acetate), O1CCCC1 (tetrahydrofuran). Run at time 3.5 hour. Product: C(C1=CC=CC=C1)OC=1C=C(C(=O)O)C=CC1S(N[C@@H](CC(=O)OC(C)(C)C)C(N(C)OC)=O)(=O)=O (3-benzyloxy-4-[(S)-2-tert-butoxycarbonyl-1-(methoxy-methyl-carbamoyl)-ethylsulfamoyl]-benzoic acid). Yield: 36.3%. RXN SMILES: C[O:2][C:3](=[O:37])[C:4]1[CH:9]=[CH:8][C:7]([S:10](=[O:28])(=[O:27])[NH:11][C@H:12]([C:21](=[O:26])[N:22]([O:24][CH3:25])[CH3:23])[CH2:13][C:14]([O:16][C:17]([CH3:20])([CH3:19])[CH3:18])=[O:15])=[C:6]([O:29][CH2:30][C:31]2[CH:36]=[CH:35][CH:34]=[CH:33][CH:32]=2)[CH:5]=1.[OH-].[Li+].C(O)(=O)CC(CC(O)=O)(C(O)=O)O>O1CCCC1.C(OCC)(=O)C>[CH2:30]([O:29][C:6]1[CH:5]=[C:4]([CH:9]=[CH:8][C:7]=1[S:10](=[O:27])(=[O:28])[NH:11][C@H:12]([C:21](=[O:26])[N:22]([O:24][CH3:25])[CH3:23])[CH2:13][C:14]([O:16][C:17]([CH3:20])([CH3:19])[CH3:18])=[O:15])[C:3]([OH:37])=[O:2])[C:31]1[CH:36]=[CH:35][CH:34]=[CH:33][CH:32]=1 |f:1.2|. Reported procedure: To a solution of 3-benzyloxy-4-[(S)-2-tert-butoxycarbonyl-1-(methoxy-methyl-carbamoyl)-ethylsulfamoyl]-benzoic acid methyl ester (8.20 g, 15.3 mmol) in tetrahydrofuran (150 mL) at room temperature was added 1N lithium hydroxide (30.5 mL, 15.3 mmol). The reaction was stirred at room temperature for 3.5 h. The reaction was then diluted with ethyl acetate (300 mL) and acidified to pH 2 with 5% citric acid. The organic layer was then washed with saturated sodium chloride, dried over magnesium sulfat... Starting materials: NC(CC(C(=O)OCC)C)C1=C(C=CC=C1OC)OC (ethyl 4-amino-4-(2,6-dimethoxyphenyl)-2-methylbutanoate), N1=C(C=CC2=CC=CC=C12)C=O (quinoline-2-carbaldehyde). The product is COC1=C(C(=CC=C1)OC)C1CC(C(N1CC1=NC2=CC=CC=C2C=C1)=O)C (5-(2,6-dimethoxyphenyl)-3-methyl-1-(quinolin-2-ylmethyl)pyrrolidin-2-one). RXN SMILES: [NH2:1][CH:2]([C:11]1[C:16]([O:17][CH3:18])=[CH:15][CH:14]=[CH:13][C:12]=1[O:19][CH3:20])[CH2:3][CH:4]([CH3:10])[C:5]([O:7]CC)=O.[N:21]1[C:30]2[C:25](=[CH:26][CH:27]=[CH:28][CH:29]=2)[CH:24]=[CH:23][C:22]=1[CH:31]=O>>[CH3:18][O:17][C:16]1[CH:15]=[CH:14][CH:13]=[C:12]([O:19][CH3:20])[C:11]=1[CH:2]1[N:1]([CH2:31][C:22]2[CH:23]=[CH:24][C:25]3[C:30](=[CH:29][CH:28]=[CH:27][CH:26]=3)[N:21]=2)[C:5](=[O:7])[CH:4]([CH3:10])[CH2:3]1. Procedure details: Prepared according to the described general procedure 2 (GP2) by reaction of ethyl 4-amino-4-(2,6-dimethoxyphenyl)-2-methylbutanoate with commercially available quinoline-2-carbaldehyde. Subsequent purification by preparative HPLC afforded the target compound. LC-MS (conditions A): tR=0.63 min.; [M+H]+: 377.04 g/mol. Reactants: C[Al](C)C, Cc1ccccc1, COC(=O)c1cc2nc(Nc3c(C)cccc3Cl)[nH]c2c2c1OC(C)(C)C2, Nc1cc(F)c(F)cc1F. The product is Cc1cccc(Cl)c1Nc1nc2cc(C(=O)Nc3cc(F)c(F)cc3F)c3c(c2[nH]1)CC(C)(C)O3. As a reaction SMILES: [CH3:38][Al:39]([CH3:40])[CH3:41].[CH3:42][c:43]1[cH:44][cH:45][cH:46][cH:47][cH:48]1.[Cl:1][c:2]1[c:3]([NH:9][c:10]2[nH:11][c:12]3[c:13]([n:14]2)[cH:15][c:16]([C:24]([O:26][CH3:25])=[O:27])[c:17]2[c:18]3[CH2:19][C:20]([CH3:22])([CH3:23])[O:21]2)[c:4]([CH3:8])[cH:5][cH:6][cH:7]1.[F:28][c:29]1[c:30]([NH2:31])[cH:32][c:33]([F:37])[c:34]([F:36])[cH:35]1>>[Cl:1][c:2]1[c:3]([NH:9][c:10]2[nH:11][c:12]3[c:13]([n:14]2)[cH:15][c:16]([C:24](=[O:26])[NH:31][c:30]2[c:29]([F:28])[cH:35][c:34]([F:36])[c:33]([F:37])[cH:32]2)[c:17]2[c:18]3[CH2:19][C:20]([CH3:22])([CH3:23])[O:21]2)[c:4]([CH3:8])[cH:5][cH:6][cH:7]1. Reactants: [Br-], C1CCOC1, CC(C)(C)OC(=O)CC1CCn2c1c(I)c1cc(OCc3ccc(C4CCCC4)c(C(F)(F)F)c3)ccc12, [Zn+]C1CC1. The product is CC(C)(C)OC(=O)CC1CCn2c1c(C1CC1)c1cc(OCc3ccc(C4CCCC4)c(C(F)(F)F)c3)ccc12. Reaction SMILES: [Br-:39].[CH2:44]1[O:45][CH2:46][CH2:47][CH2:48]1.[CH:1]1([c:6]2[c:7]([C:35]([F:36])([F:37])[F:38])[cH:8][c:9]([CH2:10][O:11][c:12]3[cH:13][c:14]4[c:15]([I:32])[c:16]5[n:17]([c:18]4[cH:19][cH:20]3)[CH2:21][CH2:22][CH:23]5[CH2:24][C:25](=[O:26])[O:27][C:28]([CH3:29])([CH3:30])[CH3:31])[cH:33][cH:34]2)[CH2:2][CH2:3][CH2:4][CH2:5]1.[CH:40]1([Zn+:43])[CH2:41][CH2:42]1>>[CH:1]1([c:6]2[c:7]([C:35]([F:36])([F:37])[F:38])[cH:8][c:9]([CH2:10][O:11][c:12]3[cH:13][c:14]4[c:15]([CH:40]5[CH2:41][CH2:42]5)[c:16]5[n:17]([c:18]4[cH:19][cH:20]3)[CH2:21][CH2:22][CH:23]5[CH2:24][C:25](=[O:26])[O:27][C:28]([CH3:29])([CH3:30])[CH3:31])[cH:33][cH:34]2)[CH2:2][CH2:3][CH2:4][CH2:5]1. Reactants: C(C)(=O)N1CCNCC1 (acetylpiperazine), [BH-](OC(=O)C)(OC(=O)C)OC(=O)C.[Na+] (NaBH(OAc)3), C(=O)C=1C=C(C=C(C1)C)NC(OC(C)(C)C)=O (tert-butyl 3-formyl-5-methylphenylcarbamate), C(C)(=O)N1CCNCC1 (acetylpiperazine), [BH-](OC(=O)C)(OC(=O)C)OC(=O)C.[Na+] (NaBH(OAc)3). Run in C(=O)(O)[O-].[Na+] (NaHCO3), CC(=O)O (HOAc), ClC(C)Cl (dichloroethane). Yields the product C(C)(=O)N1CCN(CC1)CC=1C=C(C=C(C1)C)NC(OC(C)(C)C)=O (tert-butyl 3-[(4-acetylpiperazin-1-yl)methyl]-5-methylphenylcarbamate). As a reaction SMILES: [CH:1]([C:3]1[CH:4]=[C:5]([NH:10][C:11](=[O:17])[O:12][C:13]([CH3:16])([CH3:15])[CH3:14])[CH:6]=[C:7]([CH3:9])[CH:8]=1)=O.[C:18]([N:21]1[CH2:26][CH2:25][NH:24][CH2:23][CH2:22]1)(=[O:20])[CH3:19].[BH-](OC(C)=O)(OC(C)=O)OC(C)=O.[Na+]>CC(O)=O.ClC(Cl)C.C([O-])(O)=O.[Na+]>[C:18]([N:21]1[CH2:26][CH2:25][N:24]([CH2:1][C:3]2[CH:4]=[C:5]([NH:10][C:11](=[O:17])[O:12][C:13]([CH3:16])([CH3:15])[CH3:14])[CH:6]=[C:7]([CH3:9])[CH:8]=2)[CH2:23][CH2:22]1)(=[O:20])[CH3:19] |f:2.3,6.7|. Procedure details: To a solution of tert-butyl 3-formyl-5-methylphenylcarbamate (200 mg, 0.85 mmol) and acetylpiperazine (131 mg, 1.02 mmol) in 0.1 mL HOAc and 4 mL dichloroethane was added NaBH(OAc)3 (216 mg, 1.02 mmol) at room temperature. After 2 hours additional acetylpiperazine (131 mg, 1.02 mmol) and NaBH(OAc)3 (216 mg, 1.02 mmol) were added. After 2 hours the mixture was diluted with saturated NaHCO3. The layers were separated and the aqueous extracted with CH2Cl2 (3×). The combined organic layers were drie... Starting materials: COc1cc2c(c(OC)c1OC)-c1ccc(OC(=O)CCNC(=O)CNC(=O)OC(C)(C)C)cc1C(NC(C)=O)CC2, ClCCl, Cl. The product is COc1cc2c(c(OC)c1OC)-c1ccc(OC(=O)CCNC(=O)CN)cc1C(NC(C)=O)CC2. RXN SMILES: [C:1]([O:2][C:3](=[O:4])[NH:8][CH2:9][C:10](=[O:11])[NH:12][CH2:13][CH2:14][C:15](=[O:16])[O:17][c:18]1[cH:19][cH:20][c:21]2[c:22]([cH:42]1)[CH:23]([NH:38][C:39]([CH3:40])=[O:41])[CH2:24][CH2:25][c:26]1[c:27]-2[c:28]([O:36][CH3:37])[c:29]([O:34][CH3:35])[c:30]([O:32][CH3:33])[cH:31]1)([CH3:5])([CH3:6])[CH3:7].[Cl:44][CH2:45][Cl:46].[ClH:43]>>[NH2:8][CH2:9][C:10](=[O:11])[NH:12][CH2:13][CH2:14][C:15](=[O:16])[O:17][c:18]1[cH:19][cH:20][c:21]2[c:22]([cH:42]1)[CH:23]([NH:38][C:39]([CH3:40])=[O:41])[CH2:24][CH2:25][c:26]1[c:27]-2[c:28]([O:36][CH3:37])[c:29]([O:34][CH3:35])[c:30]([O:32][CH3:33])[cH:31]1.